This data is from the Open Reaction Database (ORD), a public repository of structured organic reaction records. The task is: describe an organic reaction: reactants, conditions, products, and yield Reactants: ClCN(C(=O)Cl)C1=CC=C(C=C1)C (N-chloromethyl-N-(4-methylphenyl)carbamoyl chloride), C(C)(C)OC1=CC=C(CNC(=S)NCC(F)(F)F)C=C1 (1-(4-isopropyloxybenzyl)-3-(2,2,2-trifluoroethyl)thiourea). Solvent: C1=CC=CC=C1 (benzene), C1=CC=CC=C1 (benzene). The product is FC(CN=C1SCN(C(N1CC1=CC=C(C=C1)OC(C)C)=O)C1=CC=C(C=C1)C)(F)F (2-(2,2,2-trifluoroethylimino)-3-(4-isopropyloxybenzyl)-5-(4-methylphenyl)-tetrahydro-1,3,5-thiadiazin-4-one). The yield is 36.3%. RXN SMILES: Cl[CH2:2][N:3]([C:7]1[CH:12]=[CH:11][C:10]([CH3:13])=[CH:9][CH:8]=1)[C:4](Cl)=[O:5].[CH:14]([O:17][C:18]1[CH:33]=[CH:32][C:21]([CH2:22][NH:23][C:24]([NH:26][CH2:27][C:28]([F:31])([F:30])[F:29])=[S:25])=[CH:20][CH:19]=1)([CH3:16])[CH3:15]>C1C=CC=CC=1>[F:29][C:28]([F:30])([F:31])[CH2:27][N:26]=[C:24]1[N:23]([CH2:22][C:21]2[CH:32]=[CH:33][C:18]([O:17][CH:14]([CH3:16])[CH3:15])=[CH:19][CH:20]=2)[C:4](=[O:5])[N:3]([C:7]2[CH:12]=[CH:11][C:10]([CH3:13])=[CH:9][CH:8]=2)[CH2:2][S:25]1. Reported procedure: 1.00 g of N-chloromethyl-N-(4-methylphenyl)carbamoyl chloride and 1.40 g of 1-(4-isopropyloxybenzyl)-3-(2,2,2-trifluoroethyl)thiourea were dissolved in 30 ml of benzene, and the solution was heated under reflux for 4 hours. After the reaction, benzene was evaporated under reduced pressure. The resulting oily product was purified by column chromatography silica gel; eluent: hexane/ethyl acetate (10/1)1 to give 0.75 g of the captioned compound. Reactants: O1C=CC2=NC=C(C=C21)C(=O)OCC (ethyl furo[3,2-b]pyridine-6-carboxylate). Solvent: [OH-].[Na+] (sodium hydroxide). Reaction conditions: temperature 60 celsius. Product: O1C=CC2=NC=C(C=C21)C(=O)O (furo[3,2-b]pyridine-6-carboxylic acid). Isolated yield 95.0%. Reaction SMILES: [O:1]1[C:9]2[C:4](=[N:5][CH:6]=[C:7]([C:10]([O:12]CC)=[O:11])[CH:8]=2)[CH:3]=[CH:2]1>[OH-].[Na+]>[O:1]1[C:9]2[C:4](=[N:5][CH:6]=[C:7]([C:10]([OH:12])=[O:11])[CH:8]=2)[CH:3]=[CH:2]1 |f:1.2|. Procedure details: A suspension of ethyl furo[3,2-b]pyridine-6-carboxylate (4.5 g, 23.5 mmol) in 1.25M sodium hydroxide (24 mL) was warmed at 60° C. for one hour to give a clear solution. This solution was cooled, filtered through charcoal and made weakly acidic with conc. hydrogen chloride. The precipitated product was extracted into a large volume of diethyl ether/methanol, dried over anhydrous sodium sulfate, filtered and the solvents removed in vacuo. The residue was triturated with ethanol/diethyl ether and c... Starting materials: Cl.C(C)(=O)OC1C(C2CNCC2C(C1)(C1=CC=CC=C1)C1=CC=CC=C1)=O ((3aRS,5RS,7aRS)-5-acetoxy-7,7-diphenylperhydro-4-isoindolone hydrochloride), C(=O)(OC(C)(C)C)OC(=O)OC(C)(C)C (di-tert-butyl dicarbonate). Reagents/catalysts: CN(C1=CC=NC=C1)C (4-dimethylaminopyridine). Run in ClCCl (dichloromethane). The product is C(C)(=O)OC1C(C2CNCC2C(C1)(C1=CC=CC=C1)C1=CC=CC=C1)=O ((3aRS,5RS,7aRS)-5-Acetoxy-7,7-diphenylperhydro-4-isoindolone). Yield: 122.1%. RXN SMILES: Cl.[C:2]([O:5][CH:6]1[CH2:14][C:13]([C:21]2[CH:26]=[CH:25][CH:24]=[CH:23][CH:22]=2)([C:15]2[CH:20]=[CH:19][CH:18]=[CH:17][CH:16]=2)[CH:12]2[CH:8]([CH2:9][NH:10][CH2:11]2)[C:7]1=[O:27])(=[O:4])[CH3:3].C(OC(OC(C)(C)C)=O)(OC(C)(C)C)=O>ClCCl.CN(C)C1C=CN=CC=1>[C:2]([O:5][CH:6]1[CH2:14][C:13]([C:15]2[CH:20]=[CH:19][CH:18]=[CH:17][CH:16]=2)([C:21]2[CH:26]=[CH:25][CH:24]=[CH:23][CH:22]=2)[CH:12]2[CH:8]([CH2:9][NH:10][CH2:11]2)[C:7]1=[O:27])(=[O:4])[CH3:3] |f:0.1|. Reported procedure: To a suspension of 19 g of (3aRS,5RS,7aRS)-5-acetoxy-7,7-diphenylperhydro-4-isoindolone hydrochloride in 200 cm3 of dry dichloromethane are added, at a temperature in the region of 5° C., with stirring, 46.9 cm3 of triethylemine and 11.8 g of di-tert-butyl dicarbonate, followed by 0.3 g of 4-dimethylaminopyridine. The reaction mixture is stirred at room temperature for 24 hours and then washed with saturated aqueous sodium bicarbonate solution. The organic phase is separated off after settling, ...